From a dataset of the Open Reaction Database (ORD), a public repository of structured organic reaction records. describe an organic reaction: reactants, conditions, products, and yield The reactants are ICl (iodine monochioride), N=1C(N=C2C1C=CC=C2)=O (2H-benzimidazole-2-one). The solvent is C(C)(=O)O (acetic acid). Reaction conditions: temperature 80 celsius. Yields the product IC1=CC=2C(=NC(N2)=O)C=C1 (5-Iodo-2H-benzimidazol-2-one). Reaction SMILES: [I:1]Cl.[N:3]1[C:4](=[O:12])[N:5]=[C:6]2[CH:11]=[CH:10][CH:9]=[CH:8][C:7]=12>C(O)(=O)C>[I:1][C:10]1[CH:9]=[CH:8][C:7]2=[N:3][C:4](=[O:12])[N:5]=[C:6]2[CH:11]=1. Procedure: A mixture of iodine monochioride and 2H-benzimidazole-2-one (0.67 g) (Method 59) in glacial acetic acid (8 ml) was heated to 80° C. for 1 hour then cooled. The mixture was partitioned between saturated aqueous sodium sulphite solution and DCM. The organic layer was evaporated to dryness then redissolved in ethyl acetate. The aqueous layer was extracted with ethyl acetate then all ethyl acetate extracts were combined and washed with saturated aqueous sodium hydrogen carbonate solution, water and ...